This data is from the Open Reaction Database (ORD), a public repository of structured organic reaction records. The task is: describe an organic reaction: reactants, conditions, products, and yield Reactants: O=C(O)c1cc2c(=O)ccn3c4ccccc4c(c1)c23, CO, C[Si](C)(C)C=[N+]=[N-], C1CCOC1. The product is COC(=O)c1cc2c(=O)ccn3c4ccccc4c(c1)c23. RXN SMILES: [C:1](=[O:2])([OH:3])[c:4]1[cH:5][c:6]2[c:7]3[cH:8][cH:9][cH:10][cH:11][c:12]3[n:13]3[c:14]2[c:15]([cH:16]1)[c:17](=[O:20])[cH:18][cH:19]3.[CH3:21][OH:22].[CH3:23][Si:24]([CH:25]=[N+:26]=[N-:27])([CH3:28])[CH3:29].[O:30]1[CH2:31][CH2:32][CH2:33][CH2:34]1>>[C:1]([O:2][CH3:23])(=[O:3])[c:4]1[cH:5][c:6]2[c:7]3[cH:8][cH:9][cH:10][cH:11][c:12]3[n:13]3[c:14]2[c:15]([cH:16]1)[c:17](=[O:20])[cH:18][cH:19]3. Yields the product C1(=CC=CC=C1)C=1C(=CN(C1)CC1=CC=C(C=C1)OCC=1N=C(SC1)C1=NC=CC=C1)CCC(=O)OCC (ethyl 3-[4-phenyl-1-[4-[2-(2-pyridyl)-4-thiazolylmethoxy)benzyl]-3-pyrrolyl]propionate). Isolated yield 75.1%. Run in CN(C=O)C (N,N-dimethylformamide). Conditions: time 15 minute. Reaction SMILES: [H-].[Na+].[OH:3][C:4]1[CH:28]=[CH:27][C:7]([CH2:8][N:9]2[CH:13]=[C:12]([C:14]3[CH:19]=[CH:18][CH:17]=[CH:16][CH:15]=3)[C:11]([CH2:20][CH2:21][C:22]([O:24][CH2:25][CH3:26])=[O:23])=[CH:10]2)=[CH:6][CH:5]=1.Cl[CH2:30][C:31]1[N:32]=[C:33]([C:36]2[CH:41]=[CH:40][CH:39]=[CH:38][N:37]=2)[S:34][CH:35]=1.O>CN(C)C=O>[C:14]1([C:12]2[C:11]([CH2:20][CH2:21][C:22]([O:24][CH2:25][CH3:26])=[O:23])=[CH:10][N:9]([CH2:8][C:7]3[CH:27]=[CH:28][C:4]([O:3][CH2:30][C:31]4[N:32]=[C:33]([C:36]5[CH:41]=[CH:40][CH:39]=[CH:38][N:37]=5)[S:34][CH:35]=4)=[CH:5][CH:6]=3)[CH:13]=2)[CH:19]=[CH:18][CH:17]=[CH:16][CH:15]=1 |f:0.1|. Procedure details: Sodium hydride (60%, oily, 60.0 mg) was added to a solution of ethyl 3-[1-(4-hydroxybenzyl)-4-phenyl-3-pyrrolyl]propionate (524 mg) in N,N-dimethylformamide (10 ml) at 0° C., and the mixture was stirred at room temperature for 15 minutes. 4-Chloromethyl-2-(2-pyridyl)thiazole (316 mg) was added to the mixture, which was stirred at room temperature for 30 minutes. The reaction mixture was poured into water, which was extracted with ethyl acetate. The ethyl acetate layer was washed with saturated a... Reactants: O (water), [H-].[Na+] (Sodium hydride), OC1=CC=C(CN2C=C(C(=C2)C2=CC=CC=C2)CCC(=O)OCC)C=C1 (ethyl 3-[1-(4-hydroxybenzyl)-4-phenyl-3-pyrrolyl]propionate), ClCC=1N=C(SC1)C1=NC=CC=C1 (4-Chloromethyl-2-(2-pyridyl)thiazole). Reactants: C(C1=CC=CC=C1)OC1=CC(=CC2=CC=CC=C12)CO ((4-benzyloxy-naphthalen-2-yl)-methanol). The reagents and catalysts are [O-2].[O-2].[Mn+4] (manganese dioxide). Run in CCOC(=O)C (EtOAc). Product: C(C1=CC=CC=C1)OC1=CC(=CC2=CC=CC=C12)C=O (4-Benzyloxy-naphthalene-2-carbaldehyde). Yield: 80.8%. As a reaction SMILES: [CH2:1]([O:8][C:9]1[C:18]2[C:13](=[CH:14][CH:15]=[CH:16][CH:17]=2)[CH:12]=[C:11]([CH2:19][OH:20])[CH:10]=1)[C:2]1[CH:7]=[CH:6][CH:5]=[CH:4][CH:3]=1>CCOC(C)=O.[O-2].[O-2].[Mn+4]>[CH2:1]([O:8][C:9]1[C:18]2[C:13](=[CH:14][CH:15]=[CH:16][CH:17]=2)[CH:12]=[C:11]([CH:19]=[O:20])[CH:10]=1)[C:2]1[CH:3]=[CH:4][CH:5]=[CH:6][CH:7]=1 |f:2.3.4|. Reported procedure: 4.00 g (15.1 mmol) of (4-benzyloxy-naphthalen-2-yl)-methanol [PCT Int. Appl. (1997), WO 97/09311A1] was dissolved in 160 ml of EtOAc; then, 54.1 g of manganese dioxide was added in small portions and the reaction mixture was stirred for 30 Min. at ambient temperature. The dark suspension was filtered with the aid of dicalite; then, the solvent was evaporated. Flash chromatography (SiO2, hexane/EtOAc=4:1) gave 3.20 g of the title compound as colorless oil. Procedure details: L-proline (7.5 mg, 65 μmol) was combined with dimethyl sulfoxide (1 ml), then sodium hydroxide (2.6 mg, 65 μmol) was added and the reaction stirred at room temperature for 30 min, then (R)-6-(2-(2-(4-bromophenyl)-2-o-tolylethyl)-1,3-dioxolan-2-yl)-2-methylpyridazin-3(2H)-one (37 mg, 81 μmol), sodium methanesulfinate (68 mg, 650 μmol) and copper(I) iodide (12.4 mg, 65 μmol) were added. The reaction mixture was heated at 120° C. for 22 h, then partitioned between water and ethyl acetate. The organ... The yield is 36.2%. Reagents/catalysts: [Cu]I (copper(I) iodide). Reaction conditions: time 30 minute. Reactants: N1[C@H](C(=O)O)CCC1 (L-proline), [OH-].[Na+] (sodium hydroxide), BrC1=CC=C(C=C1)[C@@H](CC1(OCCO1)C=1C=CC(N(N1)C)=O)C1=C(C=CC=C1)C ((R)-6-(2-(2-(4-bromophenyl)-2-o-tolylethyl)-1,3-dioxolan-2-yl)-2-methylpyridazin-3(2H)-one), CS(=O)[O-].[Na+] (sodium methanesulfinate). The solvent is CS(=O)C (dimethyl sulfoxide). As a reaction SMILES: [NH:1]1CCC[C@H]1C(O)=O.[OH-:9].[Na+].Br[C:12]1[CH:17]=[CH:16][C:15]([C@H:18]([C:33]2[CH:38]=[CH:37][CH:36]=[CH:35][C:34]=2[CH3:39])[CH2:19][C:20]2([C:25]3[CH:26]=[CH:27][C:28](=[O:32])[N:29]([CH3:31])[N:30]=3)OCCO2)=[CH:14][CH:13]=1.[CH3:40][S:41]([O-:43])=[O:42].[Na+]>[Cu]I.CS(C)=O>[OH:9]/[N:1]=[C:20](/[C:25]1[CH:26]=[CH:27][C:28](=[O:32])[N:29]([CH3:31])[N:30]=1)\[CH2:19][C@H:18]([C:15]1[CH:16]=[CH:17][C:12]([S:41]([CH3:40])(=[O:43])=[O:42])=[CH:13][CH:14]=1)[C:33]1[CH:38]=[CH:37][CH:36]=[CH:35][C:34]=1[CH3:39] |f:1.2,4.5|. Product: O\N=C(/C[C@@H](C1=C(C=CC=C1)C)C1=CC=C(C=C1)S(=O)(=O)C)\C=1C=CC(N(N1)C)=O ((R,E)-6-(1-(Hydroxyimino)-3-(4-(methylsulfonyl)phenyl)-3-o-tolylpropyl)-2-methylpyridazin-3(2H)-one). Starting materials: c1ccc(Cc2cc3ccccc3s2)cc1, COc1c(C(C)C)cc(C(=O)O)cc1C(C)C, O=C(Cl)C(=O)Cl, ClCCl, CN(C)C=O, O, Cl[Sn](Cl)(Cl)Cl. Product: COc1c(C(C)C)cc(C(=O)c2c(Cc3ccccc3)sc3ccccc23)cc1C(C)C. As a reaction SMILES: [CH2:24]([c:25]1[cH:26][cH:27][cH:28][cH:29][cH:30]1)[c:31]1[cH:32][c:33]2[c:34]([s:35]1)[cH:36][cH:37][cH:38][cH:39]2.[CH:7]([CH3:8])([CH3:9])[c:10]1[cH:11][c:12]([C:13](=[O:14])[OH:15])[cH:16][c:17]([CH:21]([CH3:22])[CH3:23])[c:18]1[O:19][CH3:20].[Cl:1][C:2]([C:3]([Cl:4])=[O:5])=[O:6].[Cl:45][CH2:46][Cl:47].[O:49]=[CH:50][N:51]([CH3:52])[CH3:53].[OH2:48].[Sn:40]([Cl:41])([Cl:42])([Cl:43])[Cl:44]>>[CH:7]([CH3:8])([CH3:9])[c:10]1[cH:11][c:12]([C:13](=[O:15])[c:32]2[c:31]([CH2:24][c:25]3[cH:26][cH:27][cH:28][cH:29][cH:30]3)[s:35][c:34]3[c:33]2[cH:39][cH:38][cH:37][cH:36]3)[cH:16][c:17]([CH:21]([CH3:22])[CH3:23])[c:18]1[O:19][CH3:20]. Reactants: ClC(C(=O)C1=CC=C2CN(C3=C(CN21)C=CC=C3)C(=O)C3=CC(=C(C=C3)C3=C(C=CC=C3)C)C)(Cl)Cl (2,2,2-Trichloro-1-{10-[(2,2′-dimethyl-1,1′-biphenyl-4-yl)carbonyl]-10,11-dihydro-5H-pyrrolo[2,1-c][1,4]benzodiazepin-3-yl}ethanone), CS(=O)C (dimethylsulfoxide), COC1=CC=C(C=C1)C1=NC(=NO1)CN ([5-(4-Methoxyphenyl)-1,2,4-oxadiazol-3-yl]methylamine). Run in C(C)#N (acetonitrile). Conditions: temperature 85 celsius. The product is CC1=C(C=CC(=C1)C(=O)N1CC=2N(CC3=C1C=CC=C3)C(=CC2)C(=O)NCC2=NOC(=N2)C2=CC=C(C=C2)OC)C2=C(C=CC=C2)C (10-[(2,2′-Dimethyl-1,1′-biphenyl-4-yl)carbonyl]-N-{[5-(4-methoxyphenyl)-1,2,4-oxadiazol-3-yl]methyl}-10,11-dihydro-5H-pyrrolo[2,1-c][1,4]benzodiazepine-3-carboxamide). As a reaction SMILES: ClC(Cl)(Cl)[C:3]([C:5]1[N:14]2[C:8]([CH2:9][N:10]([C:19]([C:21]3[CH:26]=[CH:25][C:24]([C:27]4[CH:32]=[CH:31][CH:30]=[CH:29][C:28]=4[CH3:33])=[C:23]([CH3:34])[CH:22]=3)=[O:20])[C:11]3[CH:18]=[CH:17][CH:16]=[CH:15][C:12]=3[CH2:13]2)=[CH:7][CH:6]=1)=[O:4].CS(C)=O.[CH3:41][O:42][C:43]1[CH:48]=[CH:47][C:46]([C:49]2[O:53][N:52]=[C:51]([CH2:54][NH2:55])[N:50]=2)=[CH:45][CH:44]=1>C(#N)C>[CH3:34][C:23]1[CH:22]=[C:21]([C:19]([N:10]2[C:11]3[CH:18]=[CH:17][CH:16]=[CH:15][C:12]=3[CH2:13][N:14]3[C:5]([C:3]([NH:55][CH2:54][C:51]4[N:50]=[C:49]([C:46]5[CH:45]=[CH:44][C:43]([O:42][CH3:41])=[CH:48][CH:47]=5)[O:53][N:52]=4)=[O:4])=[CH:6][CH:7]=[C:8]3[CH2:9]2)=[O:20])[CH:26]=[CH:25][C:24]=1[C:27]1[CH:32]=[CH:31][CH:30]=[CH:29][C:28]=1[CH3:33]. Reported procedure: A mixture of 2,2,2-trichloro-1-{10-[(2,2′-dimethyl-1,1′-biphenyl-4-yl)carbonyl]-10,11-dihydro-5H-pyrrolo[2,1-c][1,4]benzodiazepin-3-yl}ethanone of Example 9 (0.26 mmol), dimethylsulfoxide (100 uL) and [5-(4-methoxyphenyl)-1,2,4-oxadiazol-3-yl]methylamine of Step A (0.546 mmol) in acetonitrile (2.5 mL) was heated to 85° C. for 16 hours. After cooling the solvent was evaporated and the residue was taken up in dichloromethane (10 mL). This was washed with water (2×), dried over anhydrous sodium sul... Reactants: C(=O)(C(F)(F)F)O (TFA), ClC1=NC(=NC(=C1)N1CC2=CC(=CC=C2CC1C)C=1C=NN(C1)C)N (4-chloro-6-[3-methyl-7-(1-methyl-1H-pyrazol-4-yl)-3,4-dihydroisoquinolin-2(1H)-yl]pyrimidin-2-amine), N1C[C@H](CCC1)NC(OC(C)(C)C)=O (tert-butyl(3S)-piperidin-3-ylcarbamate). The product is N[C@@H]1CN(CCC1)C1=NC(=NC(=C1)N1CC2=CC(=CC=C2CC1C)C=1C=NN(C1)C)N (4-[(3S)-3-Aminopiperidin-1-yl]-6-[3-methyl-7-(1-methyl-1H-pyrazol-4-yl)-3,4-dihydroisoquinolin-2(1H)-yl]pyrimidin-2-amine). RXN SMILES: C(O)(C(F)(F)F)=O.Cl[C:9]1[CH:14]=[C:13]([N:15]2[CH:24]([CH3:25])[CH2:23][C:22]3[C:17](=[CH:18][C:19]([C:26]4[CH:27]=[N:28][N:29]([CH3:31])[CH:30]=4)=[CH:20][CH:21]=3)[CH2:16]2)[N:12]=[C:11]([NH2:32])[N:10]=1.[NH:33]1[CH2:38][CH2:37][CH2:36][C@H:35]([NH:39]C(=O)OC(C)(C)C)[CH2:34]1>>[NH2:39][C@H:35]1[CH2:36][CH2:37][CH2:38][N:33]([C:9]2[CH:14]=[C:13]([N:15]3[CH:24]([CH3:25])[CH2:23][C:22]4[C:17](=[CH:18][C:19]([C:26]5[CH:27]=[N:28][N:29]([CH3:31])[CH:30]=5)=[CH:20][CH:21]=4)[CH2:16]3)[N:12]=[C:11]([NH2:32])[N:10]=2)[CH2:34]1. Procedure details: This compound was prepared as TFA salt by using procedures analogous to those described for the synthesis of Example 118 starting from 4-chloro-6-[3-methyl-7-(1-methyl-1H-pyrazol-4-yl)-3,4-dihydroisoquinolin-2(1H)-yl]pyrimidin-2-amine and tert-butyl(3S)-piperidin-3-ylcarbamate (CNH Technologies, Cat. No. C-3102S). LCMS (M+H)+: m/z=419.2.